This data is from the Open Reaction Database (ORD), a public repository of structured organic reaction records. The task is: describe an organic reaction: reactants, conditions, products, and yield The reactants are CS(C)=O, ClCCN1CCN(CCCN2c3ccccc3Sc3ccc(Cl)cc32)CC1, [Na+], [OH-], CC(C)NCC(O)COc1ccc(O)cc1. Product: CC(C)NCC(O)COc1ccc(OCCN2CCN(CCCN3c4ccccc4Sc4ccc(Cl)cc43)CC2)cc1. As a reaction SMILES: [CH3:46][S:47]([CH3:48])=[O:49].[Cl:1][c:2]1[cH:3][c:4]2[c:13]([cH:14][cH:15]1)[S:12][c:11]1[c:6]([cH:7][cH:8][cH:9][cH:10]1)[N:5]2[CH2:16][CH2:17][CH2:18][N:19]1[CH2:20][CH2:21][N:22]([CH2:25][CH2:26][Cl:27])[CH2:23][CH2:24]1.[Na+:45].[OH-:44].[OH:28][c:29]1[cH:30][cH:31][c:32]([O:33][CH2:34][CH:35]([CH2:36][NH:37][CH:38]([CH3:39])[CH3:40])[OH:41])[cH:42][cH:43]1>>[Cl:1][c:2]1[cH:3][c:4]2[c:13]([cH:14][cH:15]1)[S:12][c:11]1[c:6]([cH:7][cH:8][cH:9][cH:10]1)[N:5]2[CH2:16][CH2:17][CH2:18][N:19]1[CH2:20][CH2:21][N:22]([CH2:25][CH2:26][O:28][c:29]2[cH:30][cH:31][c:32]([O:33][CH2:34][CH:35]([CH2:36][NH:37][CH:38]([CH3:39])[CH3:40])[OH:41])[cH:42][cH:43]2)[CH2:23][CH2:24]1. The reactants are N1C=CC=2C(=CC=CC12)C=O (1H-indole-4-carbaldehyde), [H-].[Na+] (NaH), BrC(C(=O)OC)C1=CC=C(C=C1)Cl (methyl 2-bromo-2-(4-chlorophenyl)-acetate). Solvent: CN(C)C=O (DMF), CN(C)C=O (DMF), CCOC(=O)C (EtOAc). Reaction conditions: temperature 0 celsius, time 30 minute. The product is ClC1=CC=C(C=C1)C(C(=O)OC)N1C=CC2=C(C=CC=C12)C=O (methyl 2-(4-chlorophenyl)-2-(4-formyl-1H-indol-1-yl)acetate). As a reaction SMILES: [NH:1]1[C:9]2[CH:8]=[CH:7][CH:6]=[C:5]([CH:10]=[O:11])[C:4]=2[CH:3]=[CH:2]1.[H-].[Na+].Br[CH:15]([C:20]1[CH:25]=[CH:24][C:23]([Cl:26])=[CH:22][CH:21]=1)[C:16]([O:18][CH3:19])=[O:17]>CN(C=O)C.CCOC(C)=O>[Cl:26][C:23]1[CH:22]=[CH:21][C:20]([CH:15]([N:1]2[C:9]3[C:4](=[C:5]([CH:10]=[O:11])[CH:6]=[CH:7][CH:8]=3)[CH:3]=[CH:2]2)[C:16]([O:18][CH3:19])=[O:17])=[CH:25][CH:24]=1 |f:1.2|. Procedure: To a solution of 1H-indole-4-carbaldehyde (2.0 g, 13.79 mmol) in DMF (50 mL) was added NaH (0.66 g, 16.55 mmol) at 0° C. After stirring for 30 min at 0° C., a solution of methyl 2-bromo-2-(4-chlorophenyl)-acetate (4.67 g, 17.92 mmol) in DMF (20 mL) was added dropwise. The reaction was allowed to warm to rt and stirred for an additional 1 hr. Then it was diluted with EtOAc (200 mL) and quenched with water. The organic layer was separated and washed with brine (50 mL), dried over Na2SO4, filtered ... Starting materials: BrCc1ccccc1, CC(C)c1cc(O)cc2c1C(=O)N(Cc1ccccc1)S2(=O)=O, CCN(CC)C(=S)Cl, [Cs], CN(C)C=O, CC(C)c1cc(O)cc2c1C(=O)NS2(=O)=O. Yields the product CCN(CC)C(=S)Oc1cc(C(C)C)c2c(c1)S(=O)(=O)N(Cc1ccccc1)C2=O. RXN SMILES: [Br:18][CH2:19][c:20]1[cH:21][cH:22][cH:23][cH:24][cH:25]1.[CH2:26]([c:27]1[cH:28][cH:29][cH:30][cH:31][cH:32]1)[N:33]1[S:34](=[O:35])(=[O:36])[c:37]2[cH:38][c:39]([OH:48])[cH:40][c:41]([CH:45]([CH3:46])[CH3:47])[c:42]2[C:43]1=[O:44].[CH2:49]([CH3:50])[N:51]([C:52](=[S:53])[Cl:54])[CH2:55][CH3:56].[Cs:1].[O:57]=[CH:58][N:59]([CH3:60])[CH3:61].[OH:2][c:3]1[cH:4][c:5]2[c:6]([c:13]([CH:14]([CH3:15])[CH3:16])[cH:17]1)[C:7](=[O:8])[NH:9][S:10]2(=[O:11])=[O:12]>>[CH2:26]([c:27]1[cH:28][cH:29][cH:30][cH:31][cH:32]1)[N:33]1[S:34](=[O:35])(=[O:36])[c:37]2[cH:38][c:39]([O:48][C:52]([N:51]([CH2:49][CH3:50])[CH2:55][CH3:56])=[S:53])[cH:40][c:41]([CH:45]([CH3:46])[CH3:47])[c:42]2[C:43]1=[O:44]. The reactants are O=CCC1(CCN(CC1)C(=O)OC(C)(C)C)C(=O)OC (1-tert-butyl 4-methyl 4-(2-oxoethyl)piperidine-1,4-dicarboxylate), CC(C)(C)S(=O)N (2-methyl-2-propanesulfinamide). The reagents and catalysts are S(=O)(=O)([O-])[O-].[Cu+2] (copper(II) sulfate). Run in ClC(C)Cl (dichloroethane). The product is C(C)(C)(C)S(=O)\N=C\CC1(CCN(CC1)C(=O)OC(C)(C)C)C(=O)OC (1-tert-butyl 4-methyl 4-{(2E)-2-[(tert-butylsulfinyl)imino]ethl}piperidine-1,4-dicarboxylate). The yield is 80.4%. As a reaction SMILES: O=[CH:2][CH2:3][C:4]1([C:17]([O:19][CH3:20])=[O:18])[CH2:9][CH2:8][N:7]([C:10]([O:12][C:13]([CH3:16])([CH3:15])[CH3:14])=[O:11])[CH2:6][CH2:5]1.[CH3:21][C:22]([S:25]([NH2:27])=[O:26])([CH3:24])[CH3:23]>ClC(Cl)C.S([O-])([O-])(=O)=O.[Cu+2]>[C:22]([S:25](/[N:27]=[CH:2]/[CH2:3][C:4]1([C:17]([O:19][CH3:20])=[O:18])[CH2:9][CH2:8][N:7]([C:10]([O:12][C:13]([CH3:16])([CH3:15])[CH3:14])=[O:11])[CH2:6][CH2:5]1)=[O:26])([CH3:24])([CH3:23])[CH3:21] |f:3.4|. Reported procedure: A solution of 1-tert-butyl 4-methyl 4-(2-oxoethyl)piperidine-1,4-dicarboxylate (822 mg, 2.88 mmol), copper(II) sulfate (1.38 g, 8.64 mmol) and 2-methyl-2-propanesulfinamide (354 mg, 3.17 mmol) in dichloroethane (15 mL) was heated at 65° C. for 24 h. The reaction was cooled, filtered and concentrated. The residue was partitioned between saturated aqueous NaHCO3 and dichloromethane, separated, the organic layer dried over MgSO4, and concentrated. The crude product was purified by silica gel chroma... Reactants: C(C)(=O)O (acetic acid), ClC1=C(C=CC(=C1)[N+](=O)[O-])OC1=CC(=CC=C1)Cl (2-chloro-1-(3-chlorophenoxy)-4-nitrobenzene). Reagents/catalysts: [Fe] (iron). Solvent: O.CCO (water EtOH). Yields the product ClC=1C=C(N)C=CC1OC1=CC(=CC=C1)Cl (3-chloro-4-(3-chlorophenoxy)aniline). Isolated yield 100.0%. Reaction SMILES: C(O)(=O)C.[Cl:5][C:6]1[CH:11]=[C:10]([N+:12]([O-])=O)[CH:9]=[CH:8][C:7]=1[O:15][C:16]1[CH:21]=[CH:20][CH:19]=[C:18]([Cl:22])[CH:17]=1>O.CCO.[Fe]>[Cl:5][C:6]1[CH:11]=[C:10]([CH:9]=[CH:8][C:7]=1[O:15][C:16]1[CH:21]=[CH:20][CH:19]=[C:18]([Cl:22])[CH:17]=1)[NH2:12] |f:2.3|. Procedure: According to Scheme 3 Step 2: A suspension of iron (5.07 mmol, 283 mg), acetic acid (1.22 mmol, 70 μL) and of 2-chloro-1-(3-chlorophenoxy)-4-nitrobenzene (1.02 mmol, 288 mg) in water/EtOH (1:1, 8 mL) was stirred at 80° C. for 30 minutes. After evaporation of EtOH, the aqueous phase was basified with a saturated solution of NaHCO3 and was extracted with AcOEt. The organic phase was washed with brine, was dried over MgSO4, was filtered and was concentrated under reduced pressure to yield 3-chloro-... As a reaction SMILES: [Br:1][C:2]1[CH:3]=[C:4]2[C:13](=[CH:14][CH:15]=1)[CH:12]1[CH2:16][CH:10]([CH2:11]1)[N:9]1[C:5]2=[N:6][C:7]([I:18])=[C:8]1I.CC[Mg+].[Br-]>O1CCCC1>[Br:1][C:2]1[CH:3]=[C:4]2[C:13](=[CH:14][CH:15]=1)[CH:12]1[CH2:11][CH:10]([CH2:16]1)[N:9]1[C:5]2=[N:6][C:7]([I:18])=[CH:8]1 |f:1.2|. Starting materials: BrC=1C=C2C3=NC(=C(N3C3CC(C2=CC1)C3)I)I (9-bromo-3,4-diiodo-2,5-diazatetracyclo[11.1.1.0[2,6].0[7,12]]pentadeca-3,5,7,9,11-pentaene), CC[Mg+].[Br-] (EtMgBr). Product: BrC=1C=C2C3=NC(=CN3C3CC(C2=CC1)C3)I (9-bromo-4-iodo-2,5-diazatetracyclo[11.1.1.0[2,6].0[7,12]]pentadeca-3,5,7,9,11-pentaene). Isolated yield 285.3%. Run in O1CCCC1 (tetrahydrofuran). Conditions: temperature -40 celsius. Reported procedure: Into a 3-L 4-necked round-bottom flask purged and maintained with an inert atmosphere of nitrogen was placed tetrahydrofuran (1200 mL), 9-bromo-3,4-diiodo-2,5-diazatetracyclo[11.1.1.0[2,6].0[7,12]]pentadeca-3,5,7,9,11-pentaene (119.3 g, 226.40 mmol, 1.00 equiv), followed by the addition of EtMgBr (90.7 mL, 1.20 equiv) dropwise with stirring at −40° C. The resulting solution was stirred at −40° C. for 1 h. This reaction was repeated for 2 more times. The reaction was then quenched by the addition... Reactants: CNc1ccccc1C(=O)OC, CCN(C(C)C)C(C)C, O=C(O)c1ncc(Cl)cc1NS(=O)(=O)c1ccc(Cl)c(C(F)(F)F)c1. The product is COC(=O)c1ccccc1N(C)C(=O)c1ncc(Cl)cc1NS(=O)(=O)c1ccc(Cl)c(C(F)(F)F)c1. As a reaction SMILES: [CH3:26][O:27][C:28]([c:29]1[c:30]([NH:35][CH3:36])[cH:31][cH:32][cH:33][cH:34]1)=[O:37].[CH:38]([N:39]([CH2:40][CH3:41])[CH:42]([CH3:43])[CH3:44])([CH3:45])[CH3:46].[Cl:1][c:2]1[cH:3][c:4]([NH:11][S:12](=[O:13])(=[O:14])[c:15]2[cH:16][c:17]([C:22]([F:23])([F:24])[F:25])[c:18]([Cl:21])[cH:19][cH:20]2)[c:5]([C:8](=[O:9])[OH:10])[n:6][cH:7]1>>[Cl:1][c:2]1[cH:3][c:4]([NH:11][S:12](=[O:13])(=[O:14])[c:15]2[cH:16][c:17]([C:22]([F:23])([F:24])[F:25])[c:18]([Cl:21])[cH:19][cH:20]2)[c:5]([C:8](=[O:9])[N:35]([c:30]2[c:29]([C:28]([O:27][CH3:26])=[O:37])[cH:34][cH:33][cH:32][cH:31]2)[CH3:36])[n:6][cH:7]1. Starting materials: CC(=O)OCC1OC(c2ccc(Cl)c(Cc3ccc(O)c([N+](=O)[O-])c3)c2)C(OC(C)=O)C(OC(C)=O)C1OC(C)=O, CC(=O)O, [Fe]. Product: CC(=O)OCC1OC(c2ccc(Cl)c(Cc3ccc(O)c(N)c3)c2)C(OC(C)=O)C(OC(C)=O)C1OC(C)=O. Reaction SMILES: [C:1]([CH3:2])(=[O:3])[O:4][CH:5]1[CH:6]([CH2:37][O:38][C:39]([CH3:40])=[O:41])[O:7][CH:8]([c:19]2[cH:20][c:21]([CH2:26][c:27]3[cH:28][c:29]([N+:34]([O-:35])=[O:36])[c:30]([OH:33])[cH:31][cH:32]3)[c:22]([Cl:25])[cH:23][cH:24]2)[CH:9]([O:15][C:16]([CH3:17])=[O:18])[CH:10]1[O:11][C:12]([CH3:13])=[O:14].[CH3:42][C:43](=[O:44])[OH:45].[Fe:46]>>[C:1]([CH3:2])(=[O:3])[O:4][CH:5]1[CH:6]([CH2:37][O:38][C:39]([CH3:40])=[O:41])[O:7][CH:8]([c:19]2[cH:20][c:21]([CH2:26][c:27]3[cH:28][c:29]([NH2:34])[c:30]([OH:33])[cH:31][cH:32]3)[c:22]([Cl:25])[cH:23][cH:24]2)[CH:9]([O:15][C:16]([CH3:17])=[O:18])[CH:10]1[O:11][C:12]([CH3:13])=[O:14]. The reactants are N(O)=C1CC2(CC(C2C1(C)C)O)C (3-oximino-1,4,4-trimethyl-6-hydroxybicyclo[3.2.0]heptane), C(OC)COC (dimethoxyethane). The reagents and catalysts are [Cl-].[Cl-].[Cl-].[Ti+3] (titanium trichloride). Solvent: O (water), O (water). Conditions: time 30 minute. The product is CC12CC(C(C2C(C1)O)(C)C)=O (1,4,4-trimethyl-6-hydroxybicyclo[3.2.0]heptan-3-one). Reaction SMILES: N(=[C:3]1[C:9]([CH3:11])([CH3:10])[CH:8]2[C:5]([CH3:13])([CH2:6][CH:7]2[OH:12])[CH2:4]1)O.C(COC)[O:15]C>O.[Cl-].[Cl-].[Cl-].[Ti+3]>[CH3:13][C:5]12[CH2:6][CH:7]([OH:12])[CH:8]1[C:9]([CH3:11])([CH3:10])[C:3](=[O:15])[CH2:4]2 |f:3.4.5.6|. Reported procedure: To a solution of 600 mg of the oxime (V) in a mixture of 10 ml of dimethoxyethane and 5 ml of water, was added 6 ml of 16% titanium trichloride and the mixture was kept at 50° to 60° C. for 30 minutes under an argon atmosphere. After cooling, the mixture was admixed with 20 ml of water and extracted with methylene chloride. The extract was washed with an aqueous sodium bicarbonate solution, then with an aqueous sodium chloride solution, dried over magnesium sulfate, and concentrated in vacuo to ...